This data is from the Open Reaction Database (ORD), a public repository of structured organic reaction records. The task is: describe an organic reaction: reactants, conditions, products, and yield Starting materials: Cl, O, OCCNC(=S)Nc1cccc2ccoc12. Yields the product c1cc(NC2=NCCS2)c2occc2c1. Reaction SMILES: [ClH:18].[OH2:17].[o:1]1[c:2]2[c:3]([cH:4][cH:5]1)[cH:6][cH:7][cH:8][c:9]2[NH:10][C:11](=[S:12])[NH:13][CH2:14][CH2:15][OH:16]>>[o:1]1[c:2]2[c:3]([cH:4][cH:5]1)[cH:6][cH:7][cH:8][c:9]2[NH:10][C:11]1=[N:13][CH2:14][CH2:15][S:12]1.